describe an organic reaction: reactants, conditions, products, and yield From a dataset of the Open Reaction Database (ORD), a public repository of structured organic reaction records. Starting materials: BrP(C1=CC=CC=C1)(C1=CC=CC=C1)(C1=CC=CC=C1)Br (dibromotriphenylphosphorane), COC=1C=C2C=C(C(OC2=CC1)C1=CC=CC=C1)CO ((6-Methoxy-2-phenyl-2H-3-chromenyl)methanol), CCOCC.CCCCCC (ether hexane). Run in C(C)#N (acetonitrile). Run at time 15 minute. Product: BrCC=1C(OC2=CC=C(C=C2C1)OC)C1=CC=CC=C1 (3-(Bromomethyl)-2-phenyl-6-methoxy-2H-chromene). Reaction SMILES: [Br:1]P(Br)(C1C=CC=CC=1)(C1C=CC=CC=1)C1C=CC=CC=1.[CH3:22][O:23][C:24]1[CH:25]=[C:26]2[C:31](=[CH:32][CH:33]=1)[O:30][CH:29]([C:34]1[CH:39]=[CH:38][CH:37]=[CH:36][CH:35]=1)[C:28]([CH2:40]O)=[CH:27]2.CCOCC.CCCCCC>C(#N)C>[Br:1][CH2:40][C:28]1[CH:29]([C:34]2[CH:39]=[CH:38][CH:37]=[CH:36][CH:35]=2)[O:30][C:31]2[C:26]([CH:27]=1)=[CH:25][C:24]([O:23][CH3:22])=[CH:33][CH:32]=2 |f:2.3|. Procedure details: 4.79 g (8.95 mmol) of dibromotriphenylphosphorane are added to a solution of 2.4 g (8.95 mmol) of the alcohol obtained in Step A in 80 ml of acetonitrile. After 15 minutes of stirring under argon, the solvent is evaporated in vacuo; the residue obtained is then taken up in an ether/hexane mixture (1/1). The solid formed is filtered off; the filtrate is then concentrated under reduced pressure to yield the brominated compound of the title in the form of a chestnut-brown syrup. The reactants are CN(C)C=O, CCOC(C)=O, CC(C)COc1ccc(C=O)cc1CCl, [H-], [I-], [Na+], [Na+], c1ccc(CCNc2nc(-c3ccccc3)cs2)cc1. The product is CC(C)COc1ccc(C=O)cc1CN(CCc1ccccc1)c1nc(-c2ccccc2)cs1. Reaction SMILES: [CH3:40][N:41]([CH3:42])[CH:43]=[O:44].[CH3:45][CH2:46][O:47][C:48](=[O:49])[CH3:50].[Cl:23][CH2:24][c:25]1[cH:26][c:27]([CH:28]=[O:29])[cH:30][cH:31][c:32]1[O:33][CH2:34][CH:35]([CH3:36])[CH3:37].[H-:21].[I-:39].[Na+:22].[Na+:38].[c:1]1(-[c:7]2[n:8][c:9]([NH:12][CH2:13][CH2:14][c:15]3[cH:16][cH:17][cH:18][cH:19][cH:20]3)[s:10][cH:11]2)[cH:2][cH:3][cH:4][cH:5][cH:6]1>>[c:1]1(-[c:7]2[n:8][c:9]([N:12]([CH2:13][CH2:14][c:15]3[cH:16][cH:17][cH:18][cH:19][cH:20]3)[CH2:24][c:25]3[cH:26][c:27]([CH:28]=[O:29])[cH:30][cH:31][c:32]3[O:33][CH2:34][CH:35]([CH3:36])[CH3:37])[s:10][cH:11]2)[cH:2][cH:3][cH:4][cH:5][cH:6]1. Starting materials: CO, COC(=O)CCCc1ccc(C(Cc2ccccc2)NS(=O)(=O)c2ccc(Cl)cc2)cc1, [Na+], [OH-]. Product: O=C(O)CCCc1ccc(C(Cc2ccccc2)NS(=O)(=O)c2ccc(Cl)cc2)cc1. RXN SMILES: [CH3:33][OH:34].[Cl:1][c:2]1[cH:3][cH:4][c:5]([S:8](=[O:9])(=[O:10])[NH:11][CH:12]([CH2:13][c:14]2[cH:15][cH:16][cH:17][cH:18][cH:19]2)[c:20]2[cH:21][cH:22][c:23]([CH2:26][CH2:27][CH2:28][C:29](=[O:30])[O:31][CH3:32])[cH:24][cH:25]2)[cH:6][cH:7]1.[Na+:36].[OH-:35]>>[Cl:1][c:2]1[cH:3][cH:4][c:5]([S:8](=[O:9])(=[O:10])[NH:11][CH:12]([CH2:13][c:14]2[cH:15][cH:16][cH:17][cH:18][cH:19]2)[c:20]2[cH:21][cH:22][c:23]([CH2:26][CH2:27][CH2:28][C:29](=[O:30])[OH:31])[cH:24][cH:25]2)[cH:6][cH:7]1. Reactants: [BH4-].[Na+] (Sodium borohydride), NC1=NC(=C(C(=N1)C)C=O)NCCCCC (2-Amino-4-methyl-6-(pentylamino)pyrimidine-5-carbaldehyde). Solvent: CO (MeOH). Conditions: time 3 hour. Yields the product NC1=NC(=C(C(=N1)C)CO)NCCCCC ((2-Amino-4-methyl-6-(pentylamino)pyrimidin-5-yl)methanol). RXN SMILES: [BH4-].[Na+].[NH2:3][C:4]1[N:9]=[C:8]([CH3:10])[C:7]([CH:11]=[O:12])=[C:6]([NH:13][CH2:14][CH2:15][CH2:16][CH2:17][CH3:18])[N:5]=1>CO>[NH2:3][C:4]1[N:9]=[C:8]([CH3:10])[C:7]([CH2:11][OH:12])=[C:6]([NH:13][CH2:14][CH2:15][CH2:16][CH2:17][CH3:18])[N:5]=1 |f:0.1|. Procedure: Sodium borohydride (0.6 g) was added to a solution of the product from step (ii) (2 g) in MeOH (30 ml) at 0-5° C. The mixture was warmed to rt, stirred for 3 h then the solvent evaporated under reduced pressure. The residue was partitioned between EtOAc and brine, the organics separated, dried and evaporated under reduced pressure to afford the subtitle compound, 1.78 g. The reactants are C(C)(C)(C)OC(=O)N1[C@H](C(CCC1)=O)C1=CC=CC=C1 ((2S)-1-tert-butyloxycarbonyl-2-phenylpiperidin-3-one), C(C)[Mg]Br (ethylmagnesium bromide), C[Si](C)(C)OCC#C (O-trimethylsilylpropargyl alcohol), [F-].C(CCC)[N+](CCCC)(CCCC)CCCC (tetrabutylammonium fluoride). Run in O1CCCC1 (tetrahydrofuran), O (water), O1CCCC1 (tetrahydrofuran). Run at temperature 0 celsius, time 20 minute. Product: C(C)(C)(C)OC(=O)N1[C@H]([C@](CCC1)(O)C#CCO)C1=CC=CC=C1 ((2S,3R)-1-tert-Butyloxycarbonyl-3-(3-hydroxypropyn-1yl)-2-phenylpiperidin-3-ol). As a reaction SMILES: C([Mg]Br)C.C[Si]([O:9][CH2:10][C:11]#[CH:12])(C)C.[C:13]([O:17][C:18]([N:20]1[CH2:25][CH2:24][CH2:23][C:22](=[O:26])[C@@H:21]1[C:27]1[CH:32]=[CH:31][CH:30]=[CH:29][CH:28]=1)=[O:19])([CH3:16])([CH3:15])[CH3:14].[F-].C([N+](CCCC)(CCCC)CCCC)CCC>O1CCCC1.O>[C:13]([O:17][C:18]([N:20]1[CH2:25][CH2:24][CH2:23][C@:22]([C:12]#[C:11][CH2:10][OH:9])([OH:26])[C@@H:21]1[C:27]1[CH:32]=[CH:31][CH:30]=[CH:29][CH:28]=1)=[O:19])([CH3:16])([CH3:14])[CH3:15] |f:3.4|. Procedure details: To a cooled (−5° C.) solution of ethylmagnesium bromide (1M in tetrahydrofuran, 130 ml, 130 mmol) in tetrahydrofuran was added O-trimethylsilylpropargyl alcohol slowly. The reaction was stirred at 0° C. for 20 minutes and then at room temperature for 2 hours, before cooling to −10° C. To this was then added a solution of (2S)-1-tert-butyloxycarbonyl-2-phenylpiperidin-3-one (Desc. 1; 30 g, 108 mmol) in tetrahydrofuran keeping the temperature below 5° C. The reaction was stirred at room temperatur... The reactants are N1(CCOCC1)C=1C2=C(N=C(N1)[Sn](CCCC)(CCCC)CCCC)C=C(S2)CN2CCN(CC2)C(C(=O)N)(C)C (2-[4-(4-morpholin-4-yl-2-(tributylstannanyl)thieno[3,2-d]pyrimidin-6-ylmethyl)piperazin-1-yl]isobutyramide), BrC1=C2C(=CN=C1C)NC=C2 (4-bromo-5-methyl-1H-pyrrolo[2,3-c]pyridine). Reagents/catalysts: C=1C=CC(=CC1)[P](C=2C=CC=CC2)(C=3C=CC=CC3)[Pd]([P](C=4C=CC=CC4)(C=5C=CC=CC5)C=6C=CC=CC6)([P](C=7C=CC=CC7)(C=8C=CC=CC8)C=9C=CC=CC9)[P](C=1C=CC=CC1)(C=1C=CC=CC1)C=1C=CC=CC1 (Pd(PPh3)4), S1C(=CC=C1)C(=O)[O-].[Cu+] (copper(I)-thiophene-2-carboxylate). Solvent: O1CCOCC1 (dioxane). Run at temperature 150 celsius. Product: CC(C(=O)N)(C)N1CCN(CC1)CC1=CC=2N=C(N=C(C2S1)N1CCOCC1)C1=C2C(=CN=C1C)NC=C2 (2-methyl-2-(4-((2-(5-methyl-1H-pyrrolo[2,3-c]pyridin-4-yl)-4-morpholinothieno[3,2-d]pyrimidin-6-yl)methyl)piperazin-1-yl)propanamide). Isolated yield 44.9%. Reaction SMILES: [N:1]1([C:7]2[C:8]3[S:28][C:27]([CH2:29][N:30]4[CH2:35][CH2:34][N:33]([C:36]([CH3:41])([CH3:40])[C:37]([NH2:39])=[O:38])[CH2:32][CH2:31]4)=[CH:26][C:9]=3[N:10]=[C:11]([Sn](CCCC)(CCCC)CCCC)[N:12]=2)[CH2:6][CH2:5][O:4][CH2:3][CH2:2]1.Br[C:43]1[C:48]([CH3:49])=[N:47][CH:46]=[C:45]2[NH:50][CH:51]=[CH:52][C:44]=12>O1CCOCC1.C1C=CC([P]([Pd]([P](C2C=CC=CC=2)(C2C=CC=CC=2)C2C=CC=CC=2)([P](C2C=CC=CC=2)(C2C=CC=CC=2)C2C=CC=CC=2)[P](C2C=CC=CC=2)(C2C=CC=CC=2)C2C=CC=CC=2)(C2C=CC=CC=2)C2C=CC=CC=2)=CC=1.S1C=CC=C1C([O-])=O.[Cu+]>[CH3:40][C:36]([N:33]1[CH2:34][CH2:35][N:30]([CH2:29][C:27]2[S:28][C:8]3[C:7]([N:1]4[CH2:2][CH2:3][O:4][CH2:5][CH2:6]4)=[N:12][C:11]([C:43]4[C:48]([CH3:49])=[N:47][CH:46]=[C:45]5[NH:50][CH:51]=[CH:52][C:44]=45)=[N:10][C:9]=3[CH:26]=2)[CH2:31][CH2:32]1)([CH3:41])[C:37]([NH2:39])=[O:38] |f:4.5,^1:62,64,83,102|. Procedure: A mixture of 2-[4-(4-morpholin-4-yl-2-(tributylstannanyl)thieno[3,2-d]pyrimidin-6-ylmethyl)piperazin-1-yl]isobutyramide (72 mg, 0.10 mmol), 4-bromo-5-methyl-1H-pyrrolo[2,3-c]pyridine (22 mg, 0.10 mmol), Pd(PPh3)4 (12 mg, 10 mol %) and copper(I)-thiophene-2-carboxylate (4 mg, 20 mol %) in dioxane (1 mL) was purged with argon gas then heated at 150° C., for 20 min, in a microwave reactor. The reaction mixture was loaded onto an Isolute® SCX-2 cartridge, the cartridge was washed with MeOH then the ... Reactants: CC(C)(C)OC(=O)N(CCCCCNS(=O)(=O)C(F)(F)F)Cc1cccc2nccn12, CN(C)c1ccncc1, ClC(Cl)Cl, O=C(Cl)C(Cl)(Cl)Cl, [Na+], O=C([O-])O. The product is CC(C)(C)OC(=O)N(CCCCCNS(=O)(=O)C(F)(F)F)Cc1cccc2ncc(C(=O)C(Cl)(Cl)Cl)n12. RXN SMILES: [C:1]([CH3:2])([CH3:3])([CH3:4])[O:5][C:6](=[O:7])[N:8]([CH2:9][CH2:10][CH2:11][CH2:12][CH2:13][NH:14][S:15](=[O:16])(=[O:17])[C:18]([F:19])([F:20])[F:21])[CH2:22][c:23]1[cH:24][cH:25][cH:26][c:27]2[n:28]1[cH:29][cH:30][n:31]2.[CH3:44][N:45]([CH3:46])[c:47]1[cH:48][cH:49][n:50][cH:51][cH:52]1.[CH:53]([Cl:54])([Cl:55])[Cl:56].[Cl:32][C:33]([C:34](=[O:35])[Cl:36])([Cl:37])[Cl:38].[Na+:39].[OH:40][C:41](=[O:42])[O-:43]>>[C:1]([CH3:2])([CH3:3])([CH3:4])[O:5][C:6](=[O:7])[N:8]([CH2:9][CH2:10][CH2:11][CH2:12][CH2:13][NH:14][S:15](=[O:16])(=[O:17])[C:18]([F:19])([F:20])[F:21])[CH2:22][c:23]1[cH:24][cH:25][cH:26][c:27]2[n:28]1[c:29]([C:34]([C:33]([Cl:32])([Cl:37])[Cl:38])=[O:35])[cH:30][n:31]2.